Dataset: the Open Reaction Database (ORD), a public repository of structured organic reaction records. Task: describe an organic reaction: reactants, conditions, products, and yield Starting materials: ClCCl, O=C(O)C(F)(F)F, CC(C)(C)OC(=O)c1cn(CCCNc2ccc([N+](=O)[O-])c(N)n2)cc1-c1ccc(Cl)cc1Cl, O. The product is Nc1nc(NCCCn2cc(C(=O)O)c(-c3ccc(Cl)cc3Cl)c2)ccc1[N+](=O)[O-]. As a reaction SMILES: [Cl:43][CH2:44][Cl:45].[F:1][C:2]([F:3])([F:4])[C:5]([OH:6])=[O:7].[NH2:8][c:9]1[c:10]([N+:39](=[O:40])[O-:41])[cH:11][cH:12][c:13]([NH:15][CH2:16][CH2:17][CH2:18][n:19]2[cH:20][c:21]([C:32](=[O:33])[O:34][C:35]([CH3:36])([CH3:37])[CH3:38])[c:22](-[c:24]3[c:25]([Cl:31])[cH:26][c:27]([Cl:30])[cH:28][cH:29]3)[cH:23]2)[n:14]1.[OH2:42]>>[NH2:8][c:9]1[c:10]([N+:39](=[O:40])[O-:41])[cH:11][cH:12][c:13]([NH:15][CH2:16][CH2:17][CH2:18][n:19]2[cH:20][c:21]([C:32](=[O:33])[OH:34])[c:22](-[c:24]3[c:25]([Cl:31])[cH:26][c:27]([Cl:30])[cH:28][cH:29]3)[cH:23]2)[n:14]1. The reactants are CC1=NC(=NC(=C1C(C(=O)OC)CCC)C=1C=C2C=CN(C2=CC1)C)C1=CC=CC=C1 (methyl 2-(4-methyl-6-(1-methyl-1H-indol-5-yl)-2-phenylpyrimidin-5-yl)pentanoate), [OH-].[Na+] (sodium hydroxide). RXN SMILES: [CH3:1][C:2]1[C:7]([CH:8]([CH2:13][CH2:14][CH3:15])[C:9]([O:11]C)=[O:10])=[C:6]([C:16]2[CH:17]=[C:18]3[C:22](=[CH:23][CH:24]=2)[N:21]([CH3:25])[CH:20]=[CH:19]3)[N:5]=[C:4]([C:26]2[CH:31]=[CH:30][CH:29]=[CH:28][CH:27]=2)[N:3]=1.[OH-].[Na+]>CO>[CH3:1][C:2]1[C:7]([CH:8]([CH2:13][CH2:14][CH3:15])[C:9]([OH:11])=[O:10])=[C:6]([C:16]2[CH:17]=[C:18]3[C:22](=[CH:23][CH:24]=2)[N:21]([CH3:25])[CH:20]=[CH:19]3)[N:5]=[C:4]([C:26]2[CH:31]=[CH:30][CH:29]=[CH:28][CH:27]=2)[N:3]=1 |f:1.2|. Isolated yield 77.2%. Solvent: CO (methanol). Reported procedure: This compound was prepared according to general procedure D from methyl 2-(4-methyl-6-(1-methyl-1H-indol-5-yl)-2-phenylpyrimidin-5-yl)pentanoate (0.106 g; 0.256 mmol), sodium hydroxide 10N (0.256 mL; 2.56 mmol) in methanol (2.5 mL) to afford 0.079 g (76%) of the title compound as a white solid. Yields the product CC1=NC(=NC(=C1C(C(=O)O)CCC)C=1C=C2C=CN(C2=CC1)C)C1=CC=CC=C1 (2-(4-methyl-6-(1-methyl-1H-indol-5-yl)-2-phenylpyrimidin-5-yl)pentanoic acid).